The task is: describe an organic reaction: reactants, conditions, products, and yield. This data is from the Open Reaction Database (ORD), a public repository of structured organic reaction records. Starting materials: CI, [H-], CC(C)(C)OC(=O)NC(CN=[N+]=[N-])COCc1ccccc1, [Na+], CN(C)C=O. The product is CN(C(=O)OC(C)(C)C)C(CN=[N+]=[N-])COCc1ccccc1. Reaction SMILES: [CH3:25][I:26].[H-:2].[N:3](=[N+:4]=[N-:5])[CH2:6][CH:7]([CH2:8][O:9][CH2:10][c:11]1[cH:12][cH:13][cH:14][cH:15][cH:16]1)[NH:17][C:18]([O:19][C:20]([CH3:21])([CH3:22])[CH3:23])=[O:24].[Na+:1].[O:27]=[CH:28][N:29]([CH3:30])[CH3:31]>>[N:3](=[N+:4]=[N-:5])[CH2:6][CH:7]([CH2:8][O:9][CH2:10][c:11]1[cH:12][cH:13][cH:14][cH:15][cH:16]1)[N:17]([C:18]([O:19][C:20]([CH3:21])([CH3:22])[CH3:23])=[O:24])[CH3:25]. Starting materials: B#B (diborane), ClC1=C(C=CC=C1)CNC1=C(C(=O)O)C=CC=C1[N+](=O)[O-] (2-[(2-chlorophenyl)methyl]amino-3-nitrobenzoic acid), CO (methanol). Run in O1CCCC1 (tetrahydrofuran), O1CCCC1 (tetrahydrofuran). Conditions: time 8 hour. Product: C(CCC)C1=NC2=C(N1CC1=C(C=CC=C1)Cl)C(=CC=C2)CO (2-n-butyl-1-(2-chlorophenyl)methyl-7-hydroxymethyl-1H-benzimidazole). The yield is 115.2%. As a reaction SMILES: [Cl:1][C:2]1[CH:7]=[CH:6][CH:5]=[CH:4][C:3]=1[CH2:8][NH:9][C:10]1[C:18]([N+:19]([O-])=O)=[CH:17][CH:16]=[CH:15][C:11]=1[C:12]([OH:14])=O.B#B.CO>O1CCCC1>[CH2:3]([C:4]1[N:9]([CH2:8][C:3]2[CH:4]=[CH:5][CH:6]=[CH:7][C:2]=2[Cl:1])[C:10]2[C:11]([CH2:12][OH:14])=[CH:15][CH:16]=[CH:17][C:18]=2[N:19]=1)[CH2:2][CH2:7][CH3:6]. Procedure details: A suspension of 2-n-butyl-1-(2-chlorophenyl)methyl-1H-imidazole-7-carboxylic acid (Example 3) (9.06 g, 26.4 mmol) in dry tetrahydrofuran (950 mL) under an argon atmosphere was treated dropwise with a solution of diborane in tetrahydrofuran (105.2 mL of 1M diborane). The mixture was stirred at ambient temperature overnight. The reaction was cooled, treated with excess methanol continuously and the solvents were evaporated. The residue was dissolved in methylene chloride, and the solution was wash...